Dataset: the Open Reaction Database (ORD), a public repository of structured organic reaction records. Task: describe an organic reaction: reactants, conditions, products, and yield Reactants: CS(=O)(=O)OC1=C2CNC(C2=C(C=C1OC)C=1N(C2=CC=C(C=C2C1)C=O)C(=O)OC(C)(C)C)=O (4-methanesulfonyloxy-5-methoxy-7-[1-(tert-butoxycarbonyl)-5-formylindol-2-yl]isoindolinone), CNCC1=CC=CC=C1 (N-methylbenzylamine), C(C)(=O)O (acetic acid), C(C)(=O)O[BH-](OC(C)=O)OC(C)=O.[Na+] (sodium triacetoxyborohydride). Solvent: C(C)#N (acetonitrile). Product: CS(=O)(=O)OC1=C2CNC(C2=C(C=C1OC)C=1N(C2=CC=C(C=C2C1)CNCC1=CC=CC=C1)C(=O)OC(C)(C)C)=O (4-methanesulfonyloxy-5-methoxy-7-[1-(tert-butoxycarbonyl)-5-(benzylaminomethyl)indol-2-yl]isoindolinone), CS(=O)(=O)OC1=C2CNC(C2=C(C=C1OC)C=1N(C2=CC=C(C=C2C1)CN(C)CC1=CC=CC=C1)C(=O)OC(C)(C)C)=O (4-methanesulfonyloxy-5-methoxy-7-[1-(tert-butoxycarbonyl)-5-(N-methylbenzylaminomethyl)indol-2-yl]isoindolinone). Isolated yield 60.0%. Reaction SMILES: [CH3:1][S:2]([O:5][C:6]1[C:14]([O:15][CH3:16])=[CH:13][C:12]([C:17]2[N:18]([C:28]([O:30][C:31]([CH3:34])([CH3:33])[CH3:32])=[O:29])[C:19]3[C:24]([CH:25]=2)=[CH:23][C:22]([CH:26]=O)=[CH:21][CH:20]=3)=[C:11]2[C:7]=1[CH2:8][NH:9][C:10]2=[O:35])(=[O:4])=[O:3].[CH3:36][NH:37][CH2:38][C:39]1[CH:44]=[CH:43][CH:42]=[CH:41][CH:40]=1.C(O)(=O)C.C(O[BH-](OC(=O)C)OC(=O)C)(=O)C.[Na+]>C(#N)C>[CH3:1][S:2]([O:5][C:6]1[C:14]([O:15][CH3:16])=[CH:13][C:12]([C:17]2[N:18]([C:28]([O:30][C:31]([CH3:33])([CH3:32])[CH3:34])=[O:29])[C:19]3[C:24]([CH:25]=2)=[CH:23][C:22]([CH2:26][NH:37][CH2:38][C:39]2[CH:44]=[CH:43][CH:42]=[CH:41][CH:40]=2)=[CH:21][CH:20]=3)=[C:11]2[C:7]=1[CH2:8][NH:9][C:10]2=[O:35])(=[O:4])=[O:3].[CH3:1][S:2]([O:5][C:6]1[C:14]([O:15][CH3:16])=[CH:13][C:12]([C:17]2[N:18]([C:28]([O:30][C:31]([CH3:32])([CH3:33])[CH3:34])=[O:29])[C:19]3[C:24]([CH:25]=2)=[CH:23][C:22]([CH2:26][N:37]([CH2:38][C:39]2[CH:44]=[CH:43][CH:42]=[CH:41][CH:40]=2)[CH3:36])=[CH:21][CH:20]=3)=[C:11]2[C:7]=1[CH2:8][NH:9][C:10]2=[O:35])(=[O:3])=[O:4] |f:3.4|. Reported procedure: In a similar manner to Step 2 of Example 6, 4-methanesulfonyloxy-5-methoxy-7-[1-(tert-butoxycarbonyl)-5-formylindol-2-yl]isoindolinone (100 mg, 0.200 mmol) was dissolved in acetonitrile (5.8 mL), and the solution was treated with N-methylbenzylamine (0.258 mL, 2.00 mmol), acetic acid (0.229 mL, 4.00 mmol) and sodium triacetoxyborohydride (127 mg, 0.599 mmol), followed by purification by preparative thin-layer chromatography (chloroform/methanol=20/1) to obtain 4-methanesulfonyloxy-5-methoxy-7-[1... Reactants: CO (Methanol), C(C)(C)(C)OC(NC1=NC=CC(=C1)C#CC1=C(C=CC=C1)OC)=O ([4-(2-methoxy-phenylethynyl)-pyridin-2-yl]-carbamic acid tert-butyl ester). Reagents/catalysts: [Pd] (Pd/C). Run in C(C)(=O)OCC (ethyl acetate). Conditions: time 2 hour. The product is C(C)(C)(C)OC(NC1=NC=CC(=C1)CCC1=C(C=CC=C1)OC)=O ({4-[2-(2-methoxy-phenyl)-ethyl]-pyridin-2-yl}-carbamic acid tert-butyl ester). As a reaction SMILES: CO.[C:3]([O:7][C:8](=[O:26])[NH:9][C:10]1[CH:15]=[C:14]([C:16]#[C:17][C:18]2[CH:23]=[CH:22][CH:21]=[CH:20][C:19]=2[O:24][CH3:25])[CH:13]=[CH:12][N:11]=1)([CH3:6])([CH3:5])[CH3:4]>C(OCC)(=O)C.[Pd]>[C:3]([O:7][C:8](=[O:26])[NH:9][C:10]1[CH:15]=[C:14]([CH2:16][CH2:17][C:18]2[CH:23]=[CH:22][CH:21]=[CH:20][C:19]=2[O:24][CH3:25])[CH:13]=[CH:12][N:11]=1)([CH3:6])([CH3:5])[CH3:4]. Procedure details: Methanol (10 mL) and Pd/C (100 mg) are added to a solution of [4-(2-methoxy-phenylethynyl)-pyridin-2-yl]-carbamic acid tert-butyl ester (146 mg, 0.450 mmol) in ethyl acetate (10 mL). The mixture is evacuated and purged with H2 (three times), and stirred at the room temperature under an atmosphere of H2 for 2 hours. The mixture is evacuated and purged with Argon, and filtered through a pad of diatomaceous earth. The filtrate is concentrated to give the crude product, which is used in the next ste...